From a dataset of the Open Reaction Database (ORD), a public repository of structured organic reaction records. describe an organic reaction: reactants, conditions, products, and yield The reactants are FC=1C=C(C=C(C1OC1=CC=C(C=C1)F)F)CO ((3,5-difluoro-4-(4-fluorophenoxyl)phenyl)methanol), ClC1=NC(N2C(N(CCC2)C(=O)OC(C)(C)C)=C1)=O (tert-butyl 8-chloro-6-oxo-2,3,4,6-tetrahydro-1H-pyrimido[1,6-a]pyrimidine-1-carboxylate). Yields the product FC=1C=C(COC2=NC(N3C(NCCC3)=C2)=O)C=C(C1OC1=CC=C(C=C1)F)F (8-((3,5-difluoro-4-(4-fluorophenoxyl)benzyl)oxy)-3,4-dihydro-1H-pyrimido[1,6-a]pyrimidin-6(2H)-one). As a reaction SMILES: [F:1][C:2]1[CH:3]=[C:4]([CH2:17][OH:18])[CH:5]=[C:6]([F:16])[C:7]=1[O:8][C:9]1[CH:14]=[CH:13][C:12]([F:15])=[CH:11][CH:10]=1.Cl[C:20]1[CH:36]=[C:24]2[N:25](C(OC(C)(C)C)=O)[CH2:26][CH2:27][CH2:28][N:23]2[C:22](=[O:37])[N:21]=1>>[F:1][C:2]1[CH:3]=[C:4]([CH:5]=[C:6]([F:16])[C:7]=1[O:8][C:9]1[CH:10]=[CH:11][C:12]([F:15])=[CH:13][CH:14]=1)[CH2:17][O:18][C:20]1[CH:36]=[C:24]2[NH:25][CH2:26][CH2:27][CH2:28][N:23]2[C:22](=[O:37])[N:21]=1. Reported procedure: The title compound or its salt was prepared by a procedure similar to that described for E111 starting from (3,5-difluoro-4-(4-fluorophenoxyl)phenyl)methanol and tert-butyl 8-chloro-6-oxo-2,3,4,6-tetrahydro-1H-pyrimido[1,6-a]pyrimidine-1-carboxylate. The reactants are CC(=O)NCC1CN(c2ccc(-c3ccc(C4=NOC(CO[Si](C)(C)C(C)(C)C)C4)cc3)c(F)c2)C(=O)O1, CCCC[N+](CCCC)(CCCC)CCCC, [F-], C1CCOC1. Product: CC(=O)NCC1CN(c2ccc(-c3ccc(C4=NOC(CO)C4)cc3)c(F)c2)C(=O)O1. Reaction SMILES: [C:1]([Si:2]([CH3:3])([CH3:4])[O:6][CH2:7][CH:8]1[CH2:9][C:10]([c:13]2[cH:14][cH:15][c:16](-[c:19]3[c:20]([F:36])[cH:21][c:22]([N:25]4[C:26](=[O:35])[O:27][CH:28]([CH2:30][NH:31][C:32]([CH3:33])=[O:34])[CH2:29]4)[cH:23][cH:24]3)[cH:17][cH:18]2)=[N:11][O:12]1)([CH3:5])([CH3:37])[CH3:38].[CH3:40][CH2:41][CH2:42][CH2:43][N+:44]([CH2:45][CH2:46][CH2:47][CH3:48])([CH2:49][CH2:50][CH2:51][CH3:52])[CH2:53][CH2:54][CH2:55][CH3:56].[F-:39].[O:57]1[CH2:58][CH2:59][CH2:60][CH2:61]1>>[OH:6][CH2:7][CH:8]1[CH2:9][C:10]([c:13]2[cH:14][cH:15][c:16](-[c:19]3[c:20]([F:36])[cH:21][c:22]([N:25]4[C:26](=[O:35])[O:27][CH:28]([CH2:30][NH:31][C:32]([CH3:33])=[O:34])[CH2:29]4)[cH:23][cH:24]3)[cH:17][cH:18]2)=[N:11][O:12]1. Reactants: BrC1=C(C(=O)O)C=C(C(=C1)F)F (2-bromo-4,5-difluorobenzoic acid), [N+](=[N-])=C (diazomethane). Run in ClCCl (dichloromethane), CO (MeOH). Run at time 1 hour. Product: BrC1=C(C(=O)OC)C=C(C(=C1)F)F (methyl 2-bromo-4,5-difluorobenzoate). Yield: 94.3%. RXN SMILES: [Br:1][C:2]1[CH:10]=[C:9]([F:11])[C:8]([F:12])=[CH:7][C:3]=1[C:4]([OH:6])=[O:5].[N+](=[CH2:15])=[N-]>ClCCl.CO>[Br:1][C:2]1[CH:10]=[C:9]([F:11])[C:8]([F:12])=[CH:7][C:3]=1[C:4]([O:6][CH3:15])=[O:5]. Procedure details: To a mixture of 2-bromo-4,5-difluorobenzoic acid (1 g, 4.22 mmol) in dichloromethane (10 mL) and MeOH (1 mL) was added trimethylsilyl)diazomethane (2.110 mL, 4.22 mmol) and the reaction was stirred at rt for 1 h. It was then concentrated to obtain methyl 2-bromo-4,5-difluorobenzoate (1 g, 3.98 mmol, 94% yield) as an oil. 1H NMR (400 MHz, CDCl3) δ 7.76 (dd, J=10.5, 8.3 Hz, 1H), 7.57-7.49 (m, 1H), 3.96 (s, 3H). Starting materials: FC(SC=1C=C2C(C3=C(C=CN2C1)C=CC=C3)=O)(F)F (2-trifluoromethylthio-11H-pyrrolo[2,1-b][3]benzazepin-11-one), OO (hydrogen peroxide). Run in C(C)(=O)O (acetic acid). Yields the product FC(S(=O)C=1C=C2C(C3=C(C=CN2C1)C=CC=C3)=O)(F)F (2-trifluoromethylsulfinyl-11H-pyrrolo[2,1-b][3]benzazepin-11-one). As a reaction SMILES: [F:1][C:2]([F:20])([F:19])[S:3][C:4]1[CH:5]=[C:6]2[N:12]([CH:13]=1)[CH:11]=[CH:10][C:9]1[CH:14]=[CH:15][CH:16]=[CH:17][C:8]=1[C:7]2=[O:18].[OH:21]O>C(O)(=O)C>[F:20][C:2]([F:1])([F:19])[S:3]([C:4]1[CH:5]=[C:6]2[N:12]([CH:13]=1)[CH:11]=[CH:10][C:9]1[CH:14]=[CH:15][CH:16]=[CH:17][C:8]=1[C:7]2=[O:18])=[O:21]. Procedure: A solution of 3gm. of 2-trifluoromethylthio-11H-pyrrolo[2,1-b][3]benzazepin-11-one in 25 ml. of acetic acid containing 3 ml. of 50% hydrogen peroxide is stirred at 25° C. for 6 hrs. The solvent is evaporated and the residue dissolved in 100 ml . of methylene chloride. The solution is washed with 2 × 25 ml. of 5% Na2CO3 solution, dried and evaporated. Chromatography of the residue on silica gel yields 2-trifluoromethylsulfinyl-11H-pyrrolo[2,1-b][3]benzazepin-11-one. The reactants are [Si](C)(C)(C(C)(C)C)OC1CCN2C1=CC=1C=C(C=CC21)C(CCC)=NCC2=C(C=C(C=C2)OC)OC (N-(1-(1-(tert-butyldimethylsilyloxy)-2,3-dihydro-1H-pyrrolo[1,2-a]indol-7-yl)butylidene)-1-(2,4-dimethoxyphenyl)methanamine), COC=C(C(=O)OC)C(=O)OC (dimethyl 2-(methoxymethylene)malonate), hexanes EtOAc. Solvent: O(C1=CC=CC=C1)C1=CC=CC=C1 (Ph2O). Yields the product [Si](C)(C)(C(C)(C)C)OC1CCN2C1=CC=1C=C(C=CC21)C2=C(C=C(C(N2CC2=C(C=C(C=C2)OC)OC)=O)C(=O)OC)CC (methyl 6-(1-(tert-butyldimethylsilyloxy)-2,3-dihydro-1H-pyrrolo[1,2-a]indol-7-yl)-1-(2,4-dimethoxybenzyl)-5-ethyl-2-oxo-1,2-dihydropyridine-3-carboxylate). Yield: 24.6%. Reaction SMILES: [Si:1]([O:8][CH:9]1[C:13]2=[CH:14][C:15]3[CH:16]=[C:17]([C:21](=[N:25][CH2:26][C:27]4[CH:32]=[CH:31][C:30]([O:33][CH3:34])=[CH:29][C:28]=4[O:35][CH3:36])[CH2:22][CH2:23][CH3:24])[CH:18]=[CH:19][C:20]=3[N:12]2[CH2:11][CH2:10]1)([C:4]([CH3:7])([CH3:6])[CH3:5])([CH3:3])[CH3:2].CO[CH:39]=[C:40]([C:45]([O:47]C)=O)[C:41]([O:43][CH3:44])=[O:42]>O(C1C=CC=CC=1)C1C=CC=CC=1>[Si:1]([O:8][CH:9]1[C:13]2=[CH:14][C:15]3[CH:16]=[C:17]([C:21]4[N:25]([CH2:26][C:27]5[CH:32]=[CH:31][C:30]([O:33][CH3:34])=[CH:29][C:28]=5[O:35][CH3:36])[C:45](=[O:47])[C:40]([C:41]([O:43][CH3:44])=[O:42])=[CH:39][C:22]=4[CH2:23][CH3:24])[CH:18]=[CH:19][C:20]=3[N:12]2[CH2:11][CH2:10]1)([C:4]([CH3:5])([CH3:6])[CH3:7])([CH3:2])[CH3:3]. Reported procedure: A solution of 4 N-(1-(1-(tert-butyldimethylsilyloxy)-2,3-dihydro-1H-pyrrolo[1,2-a]indol-7-yl)butylidene)-1-(2,4-dimethoxyphenyl)methanamine (5.7 g, 11.2 mmol) and dimethyl 2-(methoxymethylene)malonate (2.55 g. 14.4 mmol) in Ph2O (10 mL) was heated at 220° C. for 30 min. The reaction mixture was then cooled to room temperature and loaded directly on silica gel eluting with hexanes/EtOAc (9:1) to afford the title compound as an orange foam (1.7 g, 25%). Starting materials: Cl.N1C(=NCC1)CN1C=C(C2=CC=CC=C12)S(=O)(=O)Cl (1-(4,5-Dihydro-1H-imidazol-2-ylmethyl)-1H-indole-3-sulfonyl chloride hydrochloride), CNC (dimethylamine). Run in C([O-])(O)=O.[Na+] (sodium bicarbonate). Conditions: time 15 minute. The product is CN(S(=O)(=O)C1=CN(C2=CC=CC=C12)CC=1NCCN1)C (1-(4,5-dihydro-1H-imidazol-2-ylmethyl)-1H-indole-3-sulfonic acid dimethylamide). As a reaction SMILES: Cl.[NH:2]1[CH2:6][CH2:5][N:4]=[C:3]1[CH2:7][N:8]1[C:16]2[C:11](=[CH:12][CH:13]=[CH:14][CH:15]=2)[C:10]([S:17](Cl)(=[O:19])=[O:18])=[CH:9]1.[CH3:21][NH:22][CH3:23]>C(=O)(O)[O-].[Na+]>[CH3:21][N:22]([CH3:23])[S:17]([C:10]1[C:11]2[C:16](=[CH:15][CH:14]=[CH:13][CH:12]=2)[N:8]([CH2:7][C:3]2[NH:2][CH2:6][CH2:5][N:4]=2)[CH:9]=1)(=[O:19])=[O:18] |f:0.1,3.4|. Reported procedure: 1-(4,5-Dihydro-1H-imidazol-2-ylmethyl)-1H-indole-3-sulfonyl chloride hydrochloride (0.297 g, 1 mmol) was dissolved in 1-methylpyrrlolidinone (14 mL) and stirred. Excess dimethylamine in 1-methylpyrrlolidinone was added to the stirring solution, after which the mixture was allowed to stand at room temperature for 15 minutes. Saturated aqueous sodium bicarbonate (30 mL) was then added, and the mixture was evaporated to dryness. The residue was purified by preparative HPLC to provide 1-(4,5-dihydro... The reactants are CC(=O)[O-], CN(C)C=O, Cc1cn(C2CC(F)C(C(O)S(C)(=O)=O)O2)c(=O)[nH]c1=O, [K+]. Product: Cc1cn(C2CC(F)C(CO)O2)c(=O)[nH]c1=O. Reaction SMILES: [CH3:23][C:24](=[O:25])[O-:26].[CH3:27][N:28]([CH3:29])[CH:30]=[O:31].[F:1][CH:2]1[CH2:3][CH:4]([n:13]2[c:14](=[O:15])[nH:16][c:17](=[O:18])[c:19]([CH3:20])[cH:21]2)[O:5][CH:6]1[CH:7]([OH:8])[S:9]([CH3:10])(=[O:11])=[O:12].[K+:22]>>[F:1][CH:2]1[CH2:3][CH:4]([n:13]2[c:14](=[O:15])[nH:16][c:17](=[O:18])[c:19]([CH3:20])[cH:21]2)[O:5][CH:6]1[CH2:7][OH:8]. Starting materials: FC(C(=O)O)(F)F (Trifluoroacetic acid), COC([C@@H](C1=CC=C(C=C1)C1=C(C=C(C=C1)C(CC)(CC)C1=CC(=C(C=C1)CCC(C(C)(C)C)O[Si](C)(C)C(C)(C)C)C)C)NC(=O)OC(C)(C)C)=O ((R)-t-butoxycarbonylamino-[4′-(1-{4-[3-(t-butyldimethyl-silanyloxy)-4,4-dimethyl-pentyl]-3-methyl-phenyl}-1-ethyl-propyl)-2′-methyl-biphenyl-4-yl]-acetic acid methyl ester). Run in ClCCl (dichloromethane). Conditions: time 1 hour. The product is COC([C@@H](C1=CC=C(C=C1)C1=C(C=C(C=C1)C(CC)(C1=CC(=C(C=C1)CCC(C(C)(C)C)O)C)CC)C)N)=O ((R)-amino-(4′-{1-ethyl-1-[4-(3-hydroxy-4,4-dimethyl-pentyl)-3-methyl-phenyl]-propyl}-2′-methyl-biphenyl-4-yl)-acetic Acid Methyl Ester). Yield: 82.5%. Reaction SMILES: FC(F)(F)C(O)=O.[CH3:8][O:9][C:10](=[O:60])[C@H:11]([NH:52]C(OC(C)(C)C)=O)[C:12]1[CH:17]=[CH:16][C:15]([C:18]2[CH:23]=[CH:22][C:21]([C:24]([C:29]3[CH:34]=[CH:33][C:32]([CH2:35][CH2:36][CH:37]([O:42][Si](C(C)(C)C)(C)C)[C:38]([CH3:41])([CH3:40])[CH3:39])=[C:31]([CH3:50])[CH:30]=3)([CH2:27][CH3:28])[CH2:25][CH3:26])=[CH:20][C:19]=2[CH3:51])=[CH:14][CH:13]=1>ClCCl>[CH3:8][O:9][C:10](=[O:60])[C@H:11]([NH2:52])[C:12]1[CH:13]=[CH:14][C:15]([C:18]2[CH:23]=[CH:22][C:21]([C:24]([CH2:25][CH3:26])([C:29]3[CH:34]=[CH:33][C:32]([CH2:35][CH2:36][CH:37]([OH:42])[C:38]([CH3:39])([CH3:40])[CH3:41])=[C:31]([CH3:50])[CH:30]=3)[CH2:27][CH3:28])=[CH:20][C:19]=2[CH3:51])=[CH:16][CH:17]=1. Reported procedure: Trifluoroacetic acid (0.3 mL) was added to a solution of (R)-t-butoxycarbonylamino-[4′-(1-{4-[3-(t-butyldimethyl-silanyloxy)-4,4-dimethyl-pentyl]-3-methyl-phenyl}-1-ethyl-propyl)-2′-methyl-biphenyl-4-yl]-acetic acid methyl ester (Example 167-(2); 28.5 mg, 0.038 mmol) in dichloromethane (3 mL) at 0° C., and the mixture was stirred at room temperature for one hour. Then, the reaction mixture was concentrated under reduced pressure. The resulting residue was purified by silica gel chromatography (c... The reactants are Cc1cccc2c(C3OC(COCc4ccccc4)C(OCc4ccccc4)C(OCc4ccccc4)C3OCc3ccccc3)c[nH]c12, CN(C)C=O, Cl, [H-], BrCc1ccc(I)cc1, [Na+]. Product: Cc1cccc2c(C3OC(COCc4ccccc4)C(OCc4ccccc4)C(OCc4ccccc4)C3OCc3ccccc3)cn(Cc3ccc(I)cc3)c12. As a reaction SMILES: [CH2:1]([c:2]1[cH:3][cH:4][cH:5][cH:6][cH:7]1)[O:8][CH:9]1[CH:10]([c:40]2[cH:41][nH:42][c:43]3[c:44]([CH3:49])[cH:45][cH:46][cH:47][c:48]23)[O:11][CH:12]([CH2:31][O:32][CH2:33][c:34]2[cH:35][cH:36][cH:37][cH:38][cH:39]2)[CH:13]([O:23][CH2:24][c:25]2[cH:26][cH:27][cH:28][cH:29][cH:30]2)[CH:14]1[O:15][CH2:16][c:17]1[cH:18][cH:19][cH:20][cH:21][cH:22]1.[CH3:62][N:63]([CH3:64])[CH:65]=[O:66].[ClH:61].[H-:50].[I:52][c:53]1[cH:54][cH:55][c:56]([CH2:57][Br:58])[cH:59][cH:60]1.[Na+:51]>>[CH2:1]([c:2]1[cH:3][cH:4][cH:5][cH:6][cH:7]1)[O:8][CH:9]1[CH:10]([c:40]2[cH:41][n:42]([CH2:57][c:56]3[cH:55][cH:54][c:53]([I:52])[cH:60][cH:59]3)[c:43]3[c:44]([CH3:49])[cH:45][cH:46][cH:47][c:48]23)[O:11][CH:12]([CH2:31][O:32][CH2:33][c:34]2[cH:35][cH:36][cH:37][cH:38][cH:39]2)[CH:13]([O:23][CH2:24][c:25]2[cH:26][cH:27][cH:28][cH:29][cH:30]2)[CH:14]1[O:15][CH2:16][c:17]1[cH:18][cH:19][cH:20][cH:21][cH:22]1.